This data is from the Open Reaction Database (ORD), a public repository of structured organic reaction records. The task is: describe an organic reaction: reactants, conditions, products, and yield Yields the product CCc1c(C(=O)OC)ccc(O)c1C. The reactants are BrB(Br)Br, CCc1c(C(=O)OC)ccc(OC)c1C, ClCCl. As a reaction SMILES: [B:16]([Br:17])([Br:18])[Br:19].[CH2:1]([CH3:2])[c:3]1[c:4]([C:5](=[O:6])[O:7][CH3:8])[cH:9][cH:10][c:11]([O:14][CH3:15])[c:12]1[CH3:13].[Cl:20][CH2:21][Cl:22]>>[CH2:1]([CH3:2])[c:3]1[c:4]([C:5](=[O:6])[O:7][CH3:8])[cH:9][cH:10][c:11]([OH:14])[c:12]1[CH3:13]. The reactants are B, O=C(O)C1CCN(C(=O)OCc2ccccc2)C1, C1CCOC1, Cl. Yields the product O=C(OCc1ccccc1)N1CCC(CO)C1. As a reaction SMILES: [BH3:19].[CH2:1]([c:2]1[cH:3][cH:4][cH:5][cH:6][cH:7]1)[O:8][C:9](=[O:10])[N:11]1[CH2:12][CH:13]([C:16](=[O:17])[OH:18])[CH2:14][CH2:15]1.[CH2:21]1[O:22][CH2:23][CH2:24][CH2:25]1.[ClH:20]>>[CH2:1]([c:2]1[cH:3][cH:4][cH:5][cH:6][cH:7]1)[O:8][C:9](=[O:10])[N:11]1[CH2:12][CH:13]([CH2:16][OH:17])[CH2:14][CH2:15]1.